From a dataset of the Open Reaction Database (ORD), a public repository of structured organic reaction records. describe an organic reaction: reactants, conditions, products, and yield Reactants: C1CCOC1, COc1cc2ncnc(N3CCc4ccc(C#C[Si](C)(C)C)cc43)c2cc1OC, CCCC[N+](CCCC)(CCCC)CCCC, CO, [F-]. As a reaction SMILES: [CH2:50]1[O:51][CH2:52][CH2:53][CH2:54]1.[CH3:1][O:2][c:3]1[cH:4][c:5]2[c:6]([N:15]3[CH2:16][CH2:17][c:18]4[cH:19][cH:20][c:21]([C:24]#[C:25][Si:26]([CH3:27])([CH3:28])[CH3:29])[cH:22][c:23]43)[n:7][cH:8][n:9][c:10]2[cH:11][c:12]1[O:13][CH3:14].[CH3:31][CH2:32][CH2:33][CH2:34][N+:35]([CH2:36][CH2:37][CH2:38][CH3:39])([CH2:40][CH2:41][CH2:42][CH3:43])[CH2:44][CH2:45][CH2:46][CH3:47].[CH3:48][OH:49].[F-:30]>>[CH3:1][O:2][c:3]1[cH:4][c:5]2[c:6]([N:15]3[CH2:16][CH2:17][c:18]4[cH:19][cH:20][c:21]([C:24]#[CH:25])[cH:22][c:23]43)[n:7][cH:8][n:9][c:10]2[cH:11][c:12]1[O:13][CH3:14]. Product: C#Cc1ccc2c(c1)N(c1ncnc3cc(OC)c(OC)cc13)CC2. Reactants: OCC(COC1=C(C#N)C(=CC=C1)[N+](=O)[O-])=C (2-(2-(hydroxymethyl)allyloxy)-6-nitrobenzonitrile), N1=CC=CC=C1 (pyridine), CC(=O)OC(=O)C (Ac2O). The reagents and catalysts are CN(C1=CC=NC=C1)C (4-dimethylaminopyridine). The solvent is C(Cl)Cl (CH2Cl2), CCOC(=O)C (EtOAc). Reaction conditions: temperature 0 celsius, time 10 minute. Product: C(C)(=O)OCC(=C)COC1=C(C(=CC=C1)[N+](=O)[O-])C#N (2-((2-Cyano-3-nitrophenoxy)methyl)allyl acetate). The yield is 83.7%. RXN SMILES: [OH:1][CH2:2][C:3](=[CH2:17])[CH2:4][O:5][C:6]1[CH:13]=[CH:12][CH:11]=[C:10]([N+:14]([O-:16])=[O:15])[C:7]=1[C:8]#[N:9].N1C=CC=CC=1.[CH3:24][C:25](OC(C)=O)=[O:26]>CN(C)C1C=CN=CC=1.C(Cl)Cl.CCOC(C)=O>[C:25]([O:1][CH2:2][C:3]([CH2:4][O:5][C:6]1[CH:13]=[CH:12][CH:11]=[C:10]([N+:14]([O-:16])=[O:15])[C:7]=1[C:8]#[N:9])=[CH2:17])(=[O:26])[CH3:24]. Procedure: To a solution of 2-(2-(hydroxymethyl)allyloxy)-6-nitrobenzonitrile (Example 200d) (0.40 g, 1.73 mmol), 4-dimethylaminopyridine (0.21 g, 1.73 mmol) and pyridine (0.68 g, 8.64 mmol) in CH2Cl2 (10.0 mL) at 0° C., was added Ac2O (0.53 g, 5.19 mmol) under a nitrogen atmosphere. After being stirred at 0° C. for 10 min, the mixture was stirred at rt overnight. The reaction mixture was diluted with EtOAc (100 mL), washed with 1.5M HCl, saturated aqueous NaHCO3 and brine, and was dried over MgSO4. The fi... Starting materials: C[Si](C)(C)CCOCn1cc(C=O)c2nc(Br)cnc21, Cc1ccccc1, OB(O)C1CC1, C1CCC(P(C2CCCCC2)C2CCCCC2)CC1, CC(=O)[O-], CC(=O)[O-], O, [Pd+2]. Yields the product C[Si](C)(C)CCOCn1cc(C=O)c2nc(C3CC3)cnc21. Reaction SMILES: [Br:1][c:2]1[n:3][c:4]2[c:5]([n:6][cH:7]1)[n:8]([CH2:13][O:14][CH2:15][CH2:16][Si:17]([CH3:18])([CH3:19])[CH3:20])[cH:9][c:10]2[CH:11]=[O:12].[CH3:46][c:47]1[cH:48][cH:49][cH:50][cH:51][cH:52]1.[CH:21]1([B:24]([OH:25])[OH:26])[CH2:22][CH2:23]1.[CH:27]1([P:28]([CH:29]2[CH2:30][CH2:31][CH2:32][CH2:33][CH2:34]2)[CH:35]2[CH2:36][CH2:37][CH2:38][CH2:39][CH2:40]2)[CH2:41][CH2:42][CH2:43][CH2:44][CH2:45]1.[O-:55][C:56]([CH3:57])=[O:58].[O-:59][C:60]([CH3:61])=[O:62].[OH2:53].[Pd+2:54]>>[c:2]1([CH:21]2[CH2:22][CH2:23]2)[n:3][c:4]2[c:5]([n:6][cH:7]1)[n:8]([CH2:13][O:14][CH2:15][CH2:16][Si:17]([CH3:18])([CH3:19])[CH3:20])[cH:9][c:10]2[CH:11]=[O:12]. The reactants are [Si](C)(C)(C(C)(C)C)N1C([C@H]([C@@H]1C1=CC=CC=C1)CC(=C)CO)=O ((3S*,4R*)-1-tert-Butyldimethylsilyl-3-(2-hydroxymethyl-2-propenyl)-4-phenyl-2-azetidinone), N1=C(C=CC=C1C)C (2,6-lutidine), [Li+].[Cl-] (LiCl), CS(=O)(=O)Cl (MeSO2Cl), N#N (N2). The solvent is CN(C)C=O (DMF), O (H2O). Conditions: time 20 minute. Yields the product [Si](C)(C)(C(C)(C)C)N1C([C@H]([C@@H]1C1=CC=CC=C1)CC(=C)CCl)=O ((3S*,4R*)-1-tert-Butyldimethylsilyl-3-(2-chloromethyl-2-propenyl)-4-phenyl-2-azetidinone). Yield: 107.0%. As a reaction SMILES: [Si:1]([N:8]1[C@@H:11]([C:12]2[CH:17]=[CH:16][CH:15]=[CH:14][CH:13]=2)[C@H:10]([CH2:18][C:19]([CH2:21]O)=[CH2:20])[C:9]1=[O:23])([C:4]([CH3:7])([CH3:6])[CH3:5])([CH3:3])[CH3:2].N1C(C)=CC=CC=1C.[Li+].[Cl-].CS([Cl:38])(=O)=O.N#N>CN(C=O)C.O>[Si:1]([N:8]1[C@@H:11]([C:12]2[CH:17]=[CH:16][CH:15]=[CH:14][CH:13]=2)[C@H:10]([CH2:18][C:19]([CH2:21][Cl:38])=[CH2:20])[C:9]1=[O:23])([C:4]([CH3:7])([CH3:6])[CH3:5])([CH3:3])[CH3:2] |f:2.3|. Procedure details: To a stirred and ice-cooled slurry of (3S*,4R*)-1-tert-Butyldimethylsilyl-3-(2-hydroxymethyl-2-propenyl)-4-phenyl-2-azetidinone (13.66 g, 41.0 mmol), 2,6-lutidine (15.3 ml, d0.920, 123 mmol), and LiCl (anhydros, 4.37 g, 103 mmol) in DMF (103 ml) was added MeSO2Cl (MsCl, 7.93 ml, d1.480, 103 mmol) dropwise under an atmosphere of N2. After the reaction mixture was stirred with ice-cooling for 5 hours and 50 minutes, H2O (40 ml) was added. The stirring was continued at room temperature for addition... The reactants are C(CCC)N1C(=O)NC(=O)C(=C1N)NC=O (1-butyl-5-formylamino-6-aminouracil), solid, [OH-].[Na+] (NaOH), BrCCCC(=O)OCC (ethyl 4-bromobutyrate). Solvent: CN(C)C=O (DMF). Run at time 1 hour. Product: N1C(=O)NC=2N=CNC2C1=O (xanthine). RXN SMILES: C([N:5]1[C:12]([NH2:13])=[C:11]([NH:14][CH:15]=O)[C:9](=[O:10])[NH:8][C:6]1=[O:7])CCC.BrCCCC(OCC)=O.[OH-].[Na+]>CN(C=O)C>[NH:8]1[C:9](=[O:10])[C:11]2[NH:14][CH:15]=[N:13][C:12]=2[NH:5][C:6]1=[O:7] |f:2.3|. Procedure: 11.3 g (0 . 05 mole) of 1-butyl-5-formylamino-6-aminouracil (II) (R1 =butyl, R8 =H) are dissolved under nitrogen in 200 ml of DMF. 10.6 ml (0.075 mole) of ethyl 4-bromobutyrate are added, after which 2 g (0.05 mole) of solid powder-form NaOH is added with thorough stirring in portions of 0.5 g at intervals of 1 hour. On completion of the addition, the mixture is left to react overnight. The solvent is then evaporated and the oily residue of (IV) (substituent in the 1-position=(CH2)3COOEt) is dis... Starting materials: [H-].[Na+] (sodium hydride), CC1=NC2=CC=C(C=C2C(C1C)=O)F (2-methyl-6-fluoro-3-methyl-4-quinolone), CN(C=O)C (dimethylformamide), O (water), C1(CC1)C(=O)Cl (cyclopropanecarbonyl chloride). Reaction conditions: time 15 minute. The product is C1(CC1)C(=O)OC1=C(C(=NC2=CC=C(C=C12)F)CC)C (4-cyclopropanecarbonyloxy-2-ethyl-6-fluoro-3-methylquinoline). Reaction SMILES: [H-].[Na+].[CH3:3][C:4]1[CH:13]([CH3:14])[C:12](=[O:15])[C:11]2[C:6](=[CH:7][CH:8]=[C:9]([F:16])[CH:10]=2)[N:5]=1.[CH:17]1([C:20](Cl)=[O:21])[CH2:19][CH2:18]1.O.[CH3:24]N(C)C=O>>[CH:17]1([C:20]([O:15][C:12]2[C:11]3[C:6](=[CH:7][CH:8]=[C:9]([F:16])[CH:10]=3)[N:5]=[C:4]([CH2:3][CH3:24])[C:13]=2[CH3:14])=[O:21])[CH2:19][CH2:18]1 |f:0.1|. Reported procedure: To a solution of 180 mg of sodium hydride in 10 ml of dimethylformamide was added 923 mg of 2-methyl-6-fluoro-3-methyl-4-quinolone on an ice bath, and the solution was stirred at room temperature for 15 min. After the solution was cooled on an ice bath, and 470 mg of cyclopropanecarbonyl chloride was added to the solution, and the mixture was stirred at room temperature for 4 hours. The mixture was poured into 20 ml of water. The solution was extracted with chloroform, and the chloroform solutio... Reported procedure: At 0° C., a suspension of tert-butyl (4-fluoro-3-(2-(methylthio)-7-oxopyrido[2,3-d]pyrimidin-8(7H)-yl)phenyl)carbamate (59) (270 mg, 0.67 mmol) in DCM (10 mL) was treated with MCPBA (77 wt. %, 161 mg, 0.72 mmol) in one portion and stirred at 0° C. for 1 h. The reaction mixture was diluted with DCM (50 mL), and treated with ice and water (30 mL) followed by 10% Na2CO3 (ca. 10 mL). The DCM layer was separated and the aqueous layer was extracted with an additional amount of DCM (2×50 mL), dried ove... Reaction SMILES: [F:1][C:2]1[CH:7]=[CH:6][C:5]([NH:8][C:9](=[O:15])[O:10][C:11]([CH3:14])([CH3:13])[CH3:12])=[CH:4][C:3]=1[N:16]1[C:21]2[N:22]=[C:23]([S:26][CH3:27])[N:24]=[CH:25][C:20]=2[CH:19]=[CH:18][C:17]1=[O:28].C1C=C(Cl)C=C(C(OO)=[O:37])C=1.O.C([O-])([O-])=O.[Na+].[Na+]>C(Cl)Cl>[F:1][C:2]1[CH:7]=[CH:6][C:5]([NH:8][C:9](=[O:15])[O:10][C:11]([CH3:14])([CH3:13])[CH3:12])=[CH:4][C:3]=1[N:16]1[C:21]2[N:22]=[C:23]([S:26]([CH3:27])=[O:37])[N:24]=[CH:25][C:20]=2[CH:19]=[CH:18][C:17]1=[O:28] |f:3.4.5|. The yield is 131.6%. Run in C(Cl)Cl (DCM), C(Cl)Cl (DCM). The product is FC1=C(C=C(C=C1)NC(OC(C)(C)C)=O)N1C(C=CC2=C1N=C(N=C2)S(=O)C)=O (tert-butyl (4-fluoro-3-(2-(methylsulfinyl)-7-oxopyrido[2,3-d]pyrimidin-8(7H)-yl)phenyl)carbamate). Conditions: temperature 0 celsius, time 1 hour. Reactants: C1=CC(=CC(=C1)Cl)C(=O)OO (MCPBA), C(=O)([O-])[O-].[Na+].[Na+] (Na2CO3), FC1=C(C=C(C=C1)NC(OC(C)(C)C)=O)N1C(C=CC2=C1N=C(N=C2)SC)=O (tert-butyl (4-fluoro-3-(2-(methylthio)-7-oxopyrido[2,3-d]pyrimidin-8(7H)-yl)phenyl)carbamate), O (water). Reactants: ice water, S(=O)(Cl)Cl (Thionyl chloride), COC1=C(C=CC(=C1)OC)CO ((2,4-dimethoxyphenyl)methanol), N1=CC=CC=C1 (pyridine). Run in CCOCC (Et2O). Yields the product ClCC1=C(C=C(C=C1)OC)OC (1-(chloromethyl)-2,4-dimethoxybenzene). Procedure: Thionyl chloride (116 mL, 1586 mmol) was added dropwise over 1 hour to a turbid solution of (2,4-dimethoxyphenyl)methanol (97.00 g, 577 mmol) and pyridine (93 mL, 1153 mmol) in anhydrous Et2O (1153 mL) at 0° C. under nitrogen with mechanical stirring. After 1 hour the reaction mixture was poured into 2 L of ice water and the layers were separated. The aqueous layer was extracted with Et2O (2×1 L) and the organics were pooled, washed with ice water (1.2 L), cold 5:1 sat. aq. NaCl solution/sat. aq... Reaction SMILES: S(Cl)([Cl:3])=O.[CH3:5][O:6][C:7]1[CH:12]=[C:11]([O:13][CH3:14])[CH:10]=[CH:9][C:8]=1[CH2:15]O.N1C=CC=CC=1>CCOCC>[Cl:3][CH2:15][C:8]1[CH:9]=[CH:10][C:11]([O:13][CH3:14])=[CH:12][C:7]=1[O:6][CH3:5]. Procedure: (R)-[3-(1-Propylcarbamoyl-3-trifluoromethyl-5,6-dihydro-8H-imidazo[1,5-a]pyrazin-7-yl)-3-oxo-1-(2,4,5-trifluoro-benzyl)-propyl]-carbamic acid tert-butyl ester 44a (70 mg, 0.118 mmol) was dissolved in 10 mL of dichloromethane, and trifluoroacetic acid (270 mg, 2.37 mmol) was then added to the solution. The reaction mixture was stirred at room temperature for 1 hour and monitored by thin layer chromatography until the disappearance of the starting materials. The reaction mixture was concentrated u... Yield: 86.2%. Run at time 1 hour. The product is C(CC)NC(=O)C=1N=C(N2C1CN(CC2)C(C[C@@H](CC2=C(C=C(C(=C2)F)F)F)N)=O)C(F)(F)F ((R)-7-[3-amino-4-(2,4,5-trifluoro-phenyl)-butyryl]-3-trifluoromethyl-5,6,7,8-tetrahydro-imidazo[1,5-a]pyrazine-1-carboxylic acid propylamide). The reactants are C(C)(C)(C)OC(N[C@@H](CC(=O)N1CC=2N(C(C1)C(N)=O)C(=NC2CCC)C(F)(F)F)CC2=C(C=C(C(=C2)F)F)F)=O ((R)-[3-(1-propyl-carbamoyl-3-trifluoromethyl-5,6-dihydro-8H-imidazo[1,5-a]pyrazin-7-yl)-3-oxo-1-(2,4,5-trifluoro-benzyl)-propyl]-carbamic acid tert-butyl ester), FC(C(=O)O)(F)F (trifluoroacetic acid). As a reaction SMILES: C(OC(=O)[NH:7][C@H:8]([CH2:31][C:32]1[CH:37]=[C:36]([F:38])[C:35]([F:39])=[CH:34][C:33]=1[F:40])[CH2:9][C:10]([N:12]1[CH2:17][CH:16](C(=O)N)[N:15]2[C:21]([C:27]([F:30])([F:29])[F:28])=[N:22][C:23](CCC)=[C:14]2[CH2:13]1)=[O:11])(C)(C)C.FC(F)(F)[C:44]([OH:46])=O>ClCCl>[CH2:8]([NH:7][C:44]([C:23]1[N:22]=[C:21]([C:27]([F:30])([F:29])[F:28])[N:15]2[CH2:16][CH2:17][N:12]([C:10](=[O:11])[CH2:9][C@H:8]([NH2:7])[CH2:31][C:32]3[CH:37]=[C:36]([F:38])[C:35]([F:39])=[CH:34][C:33]=3[F:40])[CH2:13][C:14]=12)=[O:46])[CH2:9][CH3:10]. The solvent is ClCCl (dichloromethane). Starting materials: O=C([O-])O, CCOC(C)=O, CC#N, CO, Fc1ccc(N2CC=CC2)cc1, [K+], [Na+], [Na+], OO, O=S([O-])([O-])=S. The product is Fc1ccc(N2CC3OC3C2)cc1. RXN SMILES: [C:13]([OH:14])(=[O:15])[O-:16].[CH3:27][CH2:28][O:29][C:30](=[O:31])[CH3:32].[CH3:33][C:34]#[N:35].[CH3:36][OH:37].[F:1][c:2]1[cH:3][cH:4][c:5]([N:8]2[CH2:9][CH:10]=[CH:11][CH2:12]2)[cH:6][cH:7]1.[K+:17].[Na+:25].[Na+:26].[OH:18][OH:19].[S:20]([O-:21])([O-:22])(=[O:23])=[S:24]>>[F:1][c:2]1[cH:3][cH:4][c:5]([N:8]2[CH2:9][CH:10]3[CH:11]([CH2:12]2)[O:14]3)[cH:6][cH:7]1.